From a dataset of the Open Reaction Database (ORD), a public repository of structured organic reaction records. describe an organic reaction: reactants, conditions, products, and yield Starting materials: ClC(Cl)Cl, CC(Cl)OC(=O)Cl, OCc1cccs1, c1ccncc1. Yields the product CC(Cl)OC(=O)OCc1cccs1. RXN SMILES: [CH:21]([Cl:22])([Cl:23])[Cl:24].[Cl:1][C:2](=[O:3])[O:4][CH:5]([CH3:6])[Cl:7].[OH:8][CH2:9][c:10]1[s:11][cH:12][cH:13][cH:14]1.[cH:15]1[cH:16][cH:17][n:18][cH:19][cH:20]1>>[C:2](=[O:3])([O:4][CH:5]([CH3:6])[Cl:7])[O:8][CH2:9][c:10]1[s:11][cH:12][cH:13][cH:14]1. Starting materials: FC(C=1N(C=C(N1)C(=O)O)COCC[Si](C)(C)C)(F)F (2-(trifluoromethyl)-1-((2-(trimethylsilyl)ethoxy)methyl)-1H-imidazole-4-carboxylic acid), N[C@H](CN1N=C(C=C1)C1=CC(=C(C#N)C(=C1)F)Cl)C ((S)-4-(1-(2-aminopropyl)-1H-pyrazol-3-yl)-2-chloro-6-fluorobenzonitrile). Yields the product ClC=1C=C(C=C(C1C#N)F)C1=NN(C=C1)C[C@H](C)NC(=O)C=1N=C(N(C1)COCC[Si](C)(C)C)C(F)(F)F ((S)—N-(1-(3-(3-Chloro-4-cyano-5-fluorophenyl)-1H-pyrazol-1-yl)propan-2-yl)-2-(trifluoromethyl)-1-((2-(trimethylsilyl)ethoxy)methyl)-1H-imidazole-4-carboxamide). RXN SMILES: [F:1][C:2]([F:20])([F:19])[C:3]1[N:4]([CH2:11][O:12][CH2:13][CH2:14][Si:15]([CH3:18])([CH3:17])[CH3:16])[CH:5]=[C:6]([C:8]([OH:10])=O)[N:7]=1.[NH2:21][C@@H:22]([CH3:39])[CH2:23][N:24]1[CH:28]=[CH:27][C:26]([C:29]2[CH:36]=[C:35]([F:37])[C:32]([C:33]#[N:34])=[C:31]([Cl:38])[CH:30]=2)=[N:25]1>>[Cl:38][C:31]1[CH:30]=[C:29]([C:26]2[CH:27]=[CH:28][N:24]([CH2:23][C@@H:22]([NH:21][C:8]([C:6]3[N:7]=[C:3]([C:2]([F:1])([F:20])[F:19])[N:4]([CH2:11][O:12][CH2:13][CH2:14][Si:15]([CH3:18])([CH3:17])[CH3:16])[CH:5]=3)=[O:10])[CH3:39])[N:25]=2)[CH:36]=[C:35]([F:37])[C:32]=1[C:33]#[N:34]. Procedure details: The title compound was prepared using the procedure described in Example 32(e) starting from 2-(trifluoromethyl)-1-((2-(trimethylsilyl)ethoxy)methyl)-1H-imidazole-4-carboxylic acid (0.97 mmol, 300 mg) and (S)-4-(1-(2-aminopropyl)-1H-pyrazol-3-yl)-2-chloro-6-fluorobenzonitrile (0.97 mmol, 269 mg). The product was purified by flash-chromatography. Yield 230 mg. 1H-NMR (400 MHz; DMSO-d6): δ −0.13 (s, 9H), 0.65-0.77 (m, 2H), 1.17 (d, 3H), 3.36-3.43 (m, 2H), 4.21-4.42 (m, 3H), 5.75 (q, 2H), 7.01 (s, ... Reactants: Cc1ccccc1, COc1cccc(CC2CCCCCCC2(O)c2nc(-c3ccccc3)c(-c3ccccc3)o2)c1, Cc1ccc(S(=O)(=O)O)cc1. Yields the product COc1cccc(CC2CCCCCC=C2c2nc(-c3ccccc3)c(-c3ccccc3)o2)c1. Reaction SMILES: [CH3:47][c:48]1[cH:49][cH:50][cH:51][cH:52][cH:53]1.[OH:1][C:2]1([c:19]2[o:20][c:21](-[c:30]3[cH:31][cH:32][cH:33][cH:34][cH:35]3)[c:22](-[c:24]3[cH:25][cH:26][cH:27][cH:28][cH:29]3)[n:23]2)[CH:3]([CH2:10][c:11]2[cH:12][c:13]([O:17][CH3:18])[cH:14][cH:15][cH:16]2)[CH2:4][CH2:5][CH2:6][CH2:7][CH2:8][CH2:9]1.[c:36]1([CH3:37])[cH:38][cH:39][c:40]([S:41]([OH:42])(=[O:43])=[O:44])[cH:45][cH:46]1>>[C:2]1([c:19]2[o:20][c:21](-[c:30]3[cH:31][cH:32][cH:33][cH:34][cH:35]3)[c:22](-[c:24]3[cH:25][cH:26][cH:27][cH:28][cH:29]3)[n:23]2)=[CH:9][CH2:8][CH2:7][CH2:6][CH2:5][CH2:4][CH:3]1[CH2:10][c:11]1[cH:12][c:13]([O:17][CH3:18])[cH:14][cH:15][cH:16]1.